Dataset: the Open Reaction Database (ORD), a public repository of structured organic reaction records. Task: describe an organic reaction: reactants, conditions, products, and yield The reactants are OC1=CC=C(C2=C1C(=C(O2)CC2=CC=C(C=C2)OC)C)Cl (4-hydroxy-7-chloro-2-(4'-methoxyphenylmethyl)-3-methylbenzofuran), C([O-])([O-])=O.[K+].[K+] (potassium carbonate), CC(=O)C (acetone). Yields the product C(C=C)OC1=CC=C(C2=C1C(=C(O2)CC2=CC=C(C=C2)OC)C)Cl (4-allyloxy-7-chloro-2-(4'-methoxyphenylmethyl)-3-methylbenzofuran). Reaction SMILES: [OH:1][C:2]1[C:7]2[C:8]([CH3:20])=[C:9]([CH2:11][C:12]3[CH:17]=[CH:16][C:15]([O:18][CH3:19])=[CH:14][CH:13]=3)[O:10][C:6]=2[C:5]([Cl:21])=[CH:4][CH:3]=1.C(=O)([O-])[O-].[K+].[K+].[CH3:28][C:29]([CH3:31])=O>>[CH2:31]([O:1][C:2]1[C:7]2[C:8]([CH3:20])=[C:9]([CH2:11][C:12]3[CH:17]=[CH:16][C:15]([O:18][CH3:19])=[CH:14][CH:13]=3)[O:10][C:6]=2[C:5]([Cl:21])=[CH:4][CH:3]=1)[CH:29]=[CH2:28] |f:1.2.3|. Procedure: To a solution of 4-hydroxy-7-chloro-2-(4'-methoxyphenylmethyl)-3-methylbenzofuran (164) (Example 44) (1.5 g, 5 mmol) in 30 mL acetone was added potassium carbonate (690 mg, 5 mmol) amd allyl bromide (605 mg, 5 mmol). The mixture was refluxed for 20 h, then filtered through celite after cooling to room temperature. Concentration of the filtrate gave 1.94 g of the 4-allyloxy-7-chloro-2-(4'-methoxyphenylmethyl)-3-methylbenzofuran as a light brown oil. The crude material was refluxed in 8 mL o-dichl... Reactants: O=C([O-])[O-], CN1CCCC1=O, [K+], [K+], CCC(=O)NC1CC(n2cnc3c(NCC(c4ccc(O)cc4)c4ccc(O)cc4)nc(N4CCC(N)C4)nc32)C(O)C1O, O=C(Cl)Oc1ccccc1. Product: CCC(=O)NC1CC(n2cnc3c(NCC(c4ccc(O)cc4)c4ccc(O)cc4)nc(N4CCC(NC(=O)Oc5ccccc5)C4)nc32)C(O)C1O. RXN SMILES: [C:45](=[O:46])([O-:47])[O-:48].[CH3:61][N:62]1[CH2:63][CH2:64][CH2:65][C:66]1=[O:67].[K+:49].[K+:50].[NH2:1][CH:2]1[CH2:3][N:4]([c:7]2[n:8][c:9]([NH:28][CH2:29][CH:30]([c:31]3[cH:32][cH:33][c:34]([OH:37])[cH:35][cH:36]3)[c:38]3[cH:39][cH:40][c:41]([OH:44])[cH:42][cH:43]3)[c:10]3[n:11][cH:12][n:13]([CH:16]4[CH:17]([OH:27])[CH:18]([OH:26])[CH:19]([NH:21][C:22]([CH2:23][CH3:24])=[O:25])[CH2:20]4)[c:14]3[n:15]2)[CH2:5][CH2:6]1.[c:51]1([O:57][C:58](=[O:59])[Cl:60])[cH:52][cH:53][cH:54][cH:55][cH:56]1>>[NH:1]([CH:2]1[CH2:3][N:4]([c:7]2[n:8][c:9]([NH:28][CH2:29][CH:30]([c:31]3[cH:32][cH:33][c:34]([OH:37])[cH:35][cH:36]3)[c:38]3[cH:39][cH:40][c:41]([OH:44])[cH:42][cH:43]3)[c:10]3[n:11][cH:12][n:13]([CH:16]4[CH:17]([OH:27])[CH:18]([OH:26])[CH:19]([NH:21][C:22]([CH2:23][CH3:24])=[O:25])[CH2:20]4)[c:14]3[n:15]2)[CH2:5][CH2:6]1)[C:58]([O:57][c:51]1[cH:52][cH:53][cH:54][cH:55][cH:56]1)=[O:59].